This data is from the Open Reaction Database (ORD), a public repository of structured organic reaction records. The task is: describe an organic reaction: reactants, conditions, products, and yield Starting materials: FC1=CC=C2C(=CN(C2=C1)S(=O)(=O)C1=CC=CC=C1)C=1C=NNC1 (6-fluoro-1-(phenylsulfonyl)-3-(1H-pyrazol-4-yl)-1H-indole), FC1=CC=C2C(=CN(C2=C1)S(=O)(=O)C1=CC=CC=C1)C=1C=NNC1 (6-fluoro-1-(phenylsulfonyl)-3-(1H-pyrazol-4-yl)-1H-indole), IC1CN(C1)C(=O)OC(C)(C)C (tert-butyl 3-iodoazetidine-1-carboxylate), [H-].[Na+] (NaH), [OH-].[Na+] (NaOH). Solvent: CN(C)C=O (DMF), O (water). Conditions: temperature 120 celsius, time 0.5 hour. Product: FC1=CC=C2C(=CNC2=C1)C=1C=NN(C1)C1CN(C1)C(=O)OC(C)(C)C (tert-butyl 3-(4-(6-fluoro-1H-indol-3-yl)-1H-pyrazol-1-yl)azetidine-1-carboxylate). Isolated yield 61.7%. RXN SMILES: [F:1][C:2]1[CH:10]=[C:9]2[C:5]([C:6]([C:20]3[CH:21]=[N:22][NH:23][CH:24]=3)=[CH:7][N:8]2S(C2C=CC=CC=2)(=O)=O)=[CH:4][CH:3]=1.I[CH:26]1[CH2:29][N:28]([C:30]([O:32][C:33]([CH3:36])([CH3:35])[CH3:34])=[O:31])[CH2:27]1.[H-].[Na+].[OH-].[Na+]>CN(C=O)C.O>[F:1][C:2]1[CH:10]=[C:9]2[C:5]([C:6]([C:20]3[CH:24]=[N:23][N:22]([CH:26]4[CH2:27][N:28]([C:30]([O:32][C:33]([CH3:36])([CH3:35])[CH3:34])=[O:31])[CH2:29]4)[CH:21]=3)=[CH:7][NH:8]2)=[CH:4][CH:3]=1 |f:2.3,4.5|. Procedure: A mixture of 6-fluoro-1-(phenylsulfonyl)-3-(1H-pyrazol-4-yl)-1H-indole (Intermediate 5; 346 mg; 1.0 mmol), tert-butyl 3-iodoazetidine-1-carboxylate (283 mg; 1.0 mmol) and NaH (100 mg; 2.5 mmol; 60% w/w) in DMF (5 mL) was heated to 120° C. for 0.5 hour in a microwave reactor. The reaction mixture was added NaOH (100 mg; 2.50 mmol) in water (0.5 mL) and stirred for 0.5 hour at 85° C. The mixture was concentrated and purified by a silica gel chromatography (petroleum ether/EtOAc=1/1) to afford 220 ... Starting materials: [N+](=O)([O-])C1=C(C=O)C=CC=C1 (2-nitrobenzaldehyde), C(CC(=O)C)(=O)OCC1=CC=CC=C1 (benzyl acetoacetate), N1CCCCC1 (piperidine). Run in C1=CC=CC=C1 (benzene). Product: [N+](=O)([O-])C1=C(C=C(C(=O)OCC2=CC=CC=C2)C(=O)C)C=CC=C1 (benzyl 2-(2-nitrobenzylidene)acetoacetate). The yield is 107.9%. Reaction SMILES: [N+:1]([C:4]1[CH:11]=[CH:10][CH:9]=[CH:8][C:5]=1[CH:6]=O)([O-:3])=[O:2].[C:12]([O:18][CH2:19][C:20]1[CH:25]=[CH:24][CH:23]=[CH:22][CH:21]=1)(=[O:17])[CH2:13][C:14]([CH3:16])=[O:15].N1CCCCC1>C1C=CC=CC=1>[N+:1]([C:4]1[CH:11]=[CH:10][CH:9]=[CH:8][C:5]=1[CH:6]=[C:13]([C:14]([CH3:16])=[O:15])[C:12]([O:18][CH2:19][C:20]1[CH:25]=[CH:24][CH:23]=[CH:22][CH:21]=1)=[O:17])([O-:3])=[O:2]. Procedure: A mixture of 2-nitrobenzaldehyde (3.023 g), benzyl acetoacetate (3.802 g) and piperidine (272.5 mg) in benzene (10 ml), was treated in a substantially similar manner that of Example 1-11) to give a brown oil (6.94 g) of benzyl 2-(2-nitrobenzylidene)acetoacetate, which was further treated with ethyl 3-amino-4,4-diethoxycrotonate (4.34 g) to give a dark brown oil (10.3 g). This oil was purified by column chromatography on silica-gel and the resultant oil (3.8 g) was crystallized to give crystals (... Reactants: O1C(CCCC1)OC1=CC=C(C=C1)CC(=O)OC (methyl 4-(tetrahydropyran-2-yloxy)phenylacetate), O1CCCC1 (tetrahydrofuran), [H-].[Al+3].[Li+].[H-].[H-].[H-] (lithium aluminum hydride), O1CCCC1 (tetrahydrofuran). Product: O1C(CCCC1)OC1=CC=C(C=C1)C(C)O (4-(tetrahydropyran-2-yloxy)phenylethanol). As a reaction SMILES: [O:1]1[CH2:6][CH2:5][CH2:4][CH2:3][CH:2]1[O:7][C:8]1[CH:13]=[CH:12][C:11]([CH2:14][C:15](OC)=O)=[CH:10][CH:9]=1.[H-].[Al+3].[Li+].[H-].[H-].[H-].[O:25]1CCCC1>>[O:1]1[CH2:6][CH2:5][CH2:4][CH2:3][CH:2]1[O:7][C:8]1[CH:13]=[CH:12][C:11]([CH:14]([OH:25])[CH3:15])=[CH:10][CH:9]=1 |f:1.2.3.4.5.6|. Procedure: A solution of 57 g. of methyl 4-(tetrahydropyran-2-yloxy)phenylacetate, in 2 l. of anhydrous tetrahydrofuran is added dropwise, over a 30 minute period to a stirred suspension of 20 g. of lithium aluminum hydride in 1 l. of anhydrous tetrahydrofuran, under nitrogen atmosphere. The mixture is refluxed for 90 minutes, cooled and cautiously treated with 20 ml. of ethyl acetate, to destroy the excess reagent. Solid sodium sulfate is added, the inorganic material filtered off and thoroughly washed wi...